This data is from the Open Reaction Database (ORD), a public repository of structured organic reaction records. The task is: describe an organic reaction: reactants, conditions, products, and yield Reactants: C(C)(C)N1C2=CC=C(C=C2C=2CCCCC12)[N+](=O)[O-] (N-isopropyl-6-nitro-1,2,3,4-tetrahydrocarbazole). Reagents/catalysts: [Fe] (iron). Solvent: C(C)(=O)O (acetic acid). Run at temperature 50 celsius, time 3 hour. The product is C(C)(C)N1C2=CC=C(C=C2C=2CCCCC12)N (N-isopropyl-6-amino-1,2,3,4-tetrahydrocarbazole). Yield: 58.7%. RXN SMILES: [CH:1]([N:4]1[C:16]2[CH2:15][CH2:14][CH2:13][CH2:12][C:11]=2[C:10]2[C:5]1=[CH:6][CH:7]=[C:8]([N+:17]([O-])=O)[CH:9]=2)([CH3:3])[CH3:2]>C(O)(=O)C.[Fe]>[CH:1]([N:4]1[C:16]2[CH2:15][CH2:14][CH2:13][CH2:12][C:11]=2[C:10]2[C:5]1=[CH:6][CH:7]=[C:8]([NH2:17])[CH:9]=2)([CH3:3])[CH3:2]. Procedure: 6-Nitro-1,2,3,4-tetrahydrocarbazole (5.04 g) prepared by the method described in Journal of Chemical Society, p.833 (1924) was dissolved in 50 mL of acetone, and the solution was added with 2.25 g of potassium hydroxide and 8.45 g of isopropyl iodide, warmed to 50° C. and stirred for 3 hours. The reaction mixture was added with water and the deposited precipitates were collected to obtain 2.60 g of N-isopropyl-6-nitro-1,2,3,4-tetrahydrocarbazole. The resulting N-isopropyl-6-nitro-1,2,3,4-tetrahy... Starting materials: C(CCCCCCC)OC=1C(OC2=C(C1O)C=CC=C2O)=O (3-octyloxy-4,8-dihydroxy-2H-1-benzopyran-2-one), C(C)(=O)OCCCBr (3-bromopropyl acetate). The product is C(CCCCCCC)OC=1C(OC2=C(C1O)C=CC=C2OCCCOC(C)=O)=O (3-octyloxy-4-hydroxy-8-(3-acetoxypropyloxy)-2H-1-benzopyran-2-one). As a reaction SMILES: [CH2:1]([O:9][C:10]1[C:11](=[O:22])[O:12][C:13]2[C:20]([OH:21])=[CH:19][CH:18]=[CH:17][C:14]=2[C:15]=1[OH:16])[CH2:2][CH2:3][CH2:4][CH2:5][CH2:6][CH2:7][CH3:8].[C:23]([O:26][CH2:27][CH2:28][CH2:29]Br)(=[O:25])[CH3:24]>>[CH2:1]([O:9][C:10]1[C:11](=[O:22])[O:12][C:13]2[C:20]([O:21][CH2:29][CH2:28][CH2:27][O:26][C:23](=[O:25])[CH3:24])=[CH:19][CH:18]=[CH:17][C:14]=2[C:15]=1[OH:16])[CH2:2][CH2:3][CH2:4][CH2:5][CH2:6][CH2:7][CH3:8]. Procedure: In the same manner as in Reference Example 1, except that an equimolar amount of 3-octyloxy-4,8-dihydroxy-2H-1-benzopyran-2-one was used in place of 3-ethoxy-4,5-dihydroxy-2H-1-benzopyran-2-one, and 3-bromopropyl acetate was used in place of 2-bromoethyl acetate in Reference Example 1, 3-octyloxy-4-hydroxy-8-(3-acetoxypropyloxy)-2H-1-benzopyran-2-one was obtained. Reactants: ClC1=CC=NC=2NC(N(CC21)CC2=CC=C(C=C2)OC)=O (5-chloro-3-(4-methoxy-benzyl)-3,4-dihydro-1h-pyrido[2,3-d]pyrimidin-2-one), N1=C(C=NC2=CC=CC=C12)C1=CC=C(C=C1)O (4-quinoxalin-2-ylphenol), C([O-])([O-])=O.[Cs+].[Cs+] (cesium carbonate). Run in CN(C)C=O (DMF). Run at temperature 130 celsius. Yields the product COC1=CC=C(CN2C(NC3=C(C2)C(=CC=N3)OC3=CC=C(C=C3)C3=NC2=CC=CC=C2N=C3)=O)C=C1 (3-(4-Methoxy-benzyl)-5-(4-quinoxalin-2-yl-phenoxy)-3,4-dihydro-1H-pyrido[2,3-d]pyrimidin-2-one). Isolated yield 42.7%. Reaction SMILES: Cl[C:2]1[C:11]2[CH2:10][N:9]([CH2:12][C:13]3[CH:18]=[CH:17][C:16]([O:19][CH3:20])=[CH:15][CH:14]=3)[C:8](=[O:21])[NH:7][C:6]=2[N:5]=[CH:4][CH:3]=1.[N:22]1[C:31]2[C:26](=[CH:27][CH:28]=[CH:29][CH:30]=2)[N:25]=[CH:24][C:23]=1[C:32]1[CH:37]=[CH:36][C:35]([OH:38])=[CH:34][CH:33]=1.C(=O)([O-])[O-].[Cs+].[Cs+]>CN(C=O)C>[CH3:20][O:19][C:16]1[CH:17]=[CH:18][C:13]([CH2:12][N:9]2[CH2:10][C:11]3[C:2]([O:38][C:35]4[CH:36]=[CH:37][C:32]([C:23]5[CH:24]=[N:25][C:26]6[C:31](=[CH:30][CH:29]=[CH:28][CH:27]=6)[N:22]=5)=[CH:33][CH:34]=4)=[CH:3][CH:4]=[N:5][C:6]=3[NH:7][C:8]2=[O:21])=[CH:14][CH:15]=1 |f:2.3.4|. Procedure details: A suspension of 5-chloro-3-(4-methoxy-benzyl)-3,4-dihydro-1h-pyrido[2,3-d]pyrimidin-2-one (100.00 mg; 0.33 mmol; 1.00 eq.), 4-quinoxalin-2-ylphenol (91.46 mg; 0.41 mmol; 1.25 eq.), and cesium carbonate (214.54 mg; 0.66 mmol; 2.00 eq.) in DMF (2.00 ml) was heated in a microwave at 130° C. for 4 hours. The reaction was concentrated, redissolved in DMSO, syringe filtered, and purified via prep HPLC to afford 69 mg of 280 as an off-white solid. LC-MS (M+H=490, obsd.=490). The reactants are C1(CC1)N(C1=NC(=C(C=C1)F)N1CCN(CC1)C(=O)OCC)C=C(C(=O)OCC)C(=O)OCC ([[cyclopropyl[6-[4-(ethoxycarbonyl)-1-piperazinyl]-5-fluoro-2-pyridinyl]amino]methylene]propanedioic acid, diethyl ester), S(O)(O)(=O)=O (sulfuric acid), ice. Solvent: C(C)(=O)OC(C)=O (acetic anhydride). Run at time 1 hour. Yields the product C1(CC1)N1C=C(C(C2=CC(=C(N=C12)N1CCN(CC1)C(=O)OCC)F)=O)C(=O)OCC (Ethyl 1-Cyclopropyl-6-fluoro-1,4-dihydro-4-oxo-7-[4-(ethoxycarbonyl)-1-piperazinyl]-1,8-naphthyridine-3-carboxylate). The yield is 19.3%. As a reaction SMILES: [CH:1]1([N:4]([CH:23]=[C:24]([C:30]([O:32]CC)=O)[C:25]([O:27][CH2:28][CH3:29])=[O:26])[C:5]2[CH:10]=[CH:9][C:8]([F:11])=[C:7]([N:12]3[CH2:17][CH2:16][N:15]([C:18]([O:20][CH2:21][CH3:22])=[O:19])[CH2:14][CH2:13]3)[N:6]=2)[CH2:3][CH2:2]1.S(=O)(=O)(O)O>C(OC(=O)C)(=O)C>[CH:1]1([N:4]2[C:5]3[C:10](=[CH:9][C:8]([F:11])=[C:7]([N:12]4[CH2:17][CH2:16][N:15]([C:18]([O:20][CH2:21][CH3:22])=[O:19])[CH2:14][CH2:13]4)[N:6]=3)[C:30](=[O:32])[C:24]([C:25]([O:27][CH2:28][CH3:29])=[O:26])=[CH:23]2)[CH2:3][CH2:2]1. Reported procedure: A solution of 2.3 g (4.8 mmole) of [[cyclopropyl[6-[4-(ethoxycarbonyl)-1-piperazinyl]-5-fluoro-2-pyridinyl]amino]methylene]propanedioic acid, diethyl ester, in 15 ml of acetic anhydride was treated dropwise with 5 ml of 98% sulfuric acid keeping the temperature 55°-60° C. When the addition was complete, the reaction was stirred for one hour and poured onto 50 g of ice. The aqueous suspension was extracted with chloroform, the chloroform layer washed with water, dried over magnesium sulfate, filt... The reactants are C(Cl)(Cl)Cl (CHCl3), ethyl 4-[N-(4-chlorobenzoyl)] aminobenzoate, P(Cl)(Cl)(Cl)(Cl)Cl (phosphorus pentachloride), NC1=CC=C(C(=O)OCC)C=C1 (ethyl 4-aminobenzoate). Reported procedure: N,N'-Bis(4-ethoxycarbonylphenyl)-4-chlorobenzamidine (12) was prepared from ethyl 4-[N-(4-chlorobenzoyl)] aminobenzoate, phosphorus pentachloride, and ethyl 4-aminobenzoate; white crystals: mp 171.0°-172.5° C. 1H-NMR (CDCl3) 8.0-6.9 (m, 13H), 4.2 (q, 4H, J=7 Hz), 1.5 (t, 6H, J=7 Hz); IR (CHCl3) 3420, 3330, 1705, 1590; MS (m/e) 450, 452 (M+), 286 (base). The product is C(C)OC(=O)C1=CC=C(C=C1)NC(C1=CC=C(C=C1)Cl)=NC1=CC=C(C=C1)C(=O)OCC (N,N'-Bis(4-ethoxycarbonylphenyl)-4-chlorobenzamidine). RXN SMILES: P(Cl)(Cl)(Cl)(Cl)Cl.[NH2:7][C:8]1[CH:18]=[CH:17][C:11]([C:12]([O:14][CH2:15][CH3:16])=[O:13])=[CH:10][CH:9]=1.[CH:19]([Cl:22])(Cl)Cl>>[CH2:15]([O:14][C:12]([C:11]1[CH:10]=[CH:9][C:8]([NH:7][C:12](=[N:7][C:8]2[CH:18]=[CH:17][C:11]([C:12]([O:14][CH2:15][CH3:16])=[O:13])=[CH:10][CH:9]=2)[C:11]2[CH:17]=[CH:18][C:19]([Cl:22])=[CH:9][CH:10]=2)=[CH:18][CH:17]=1)=[O:13])[CH3:16].